This data is from the Open Reaction Database (ORD), a public repository of structured organic reaction records. The task is: describe an organic reaction: reactants, conditions, products, and yield The reactants are O(C1=CC=CC=C1)C1=CC=C(C=C1)C1=CNC=2N=CN=C(C21)N (5-(4-Phenoxyphenyl)-7H-pyrrolo[2,3-d]-pyrimidin-4-ylamine), ClC1=C(C#N)C=CC=N1 (2-chloronicotinonitrile), [H-].[Na+] (sodium hydride). Solvent: CN(C=O)C (dimethylformamide). Yields the product NC=1C2=C(N=CN1)N(C=C2C2=CC=C(C=C2)OC2=CC=CC=C2)C2=NC=CC=C2C#N (2-[4-amino-5-(4-phenoxyphenyl)-7H-pyrrolo[2,3-d]pyrimidin-7-yl]pyridine-3-carbonitrile). As a reaction SMILES: [O:1]([C:8]1[CH:13]=[CH:12][C:11]([C:14]2[C:22]3[C:21]([NH2:23])=[N:20][CH:19]=[N:18][C:17]=3[NH:16][CH:15]=2)=[CH:10][CH:9]=1)[C:2]1[CH:7]=[CH:6][CH:5]=[CH:4][CH:3]=1.Cl[C:25]1[N:32]=[CH:31][CH:30]=[CH:29][C:26]=1[C:27]#[N:28].[H-].[Na+]>CN(C)C=O>[NH2:23][C:21]1[C:22]2[C:14]([C:11]3[CH:10]=[CH:9][C:8]([O:1][C:2]4[CH:7]=[CH:6][CH:5]=[CH:4][CH:3]=4)=[CH:13][CH:12]=3)=[CH:15][N:16]([C:25]3[C:26]([C:27]#[N:28])=[CH:29][CH:30]=[CH:31][N:32]=3)[C:17]=2[N:18]=[CH:19][N:20]=1 |f:2.3|. Procedure: 5-(4-Phenoxyphenyl)-7H-pyrrolo[2,3-d]-pyrimidin-4-ylamine (906 mg) was reacted with 2-chloronicotinonitrile (510 mg) in the presence of sodium hydride (150 mg) in dimethylformamide (30 ml) at 100° C. for 5 hours to give 2-[4-amino-5-(4-phenoxyphenyl)-7H-pyrrolo[2,3-d]pyrimidin-7-yl]pyridine-3-carbonitrile, m.p. 242-242.5° C., after workup.